From a dataset of the Open Reaction Database (ORD), a public repository of structured organic reaction records. describe an organic reaction: reactants, conditions, products, and yield Reaction SMILES: [CH3:23][CH2:24][O:25][CH2:26][CH3:27].[Cl:1][c:2]1[cH:3][c:4]([O:5][NH:6][C:7]([N:8]([CH3:9])[CH3:10])=[O:11])[cH:12][c:13]([Cl:15])[cH:14]1.[OH:16][C:17](=[O:18])[C:19]([Cl:20])([Cl:21])[Cl:22]>>[Cl:1][c:2]1[cH:3][c:4]([O:5][NH:6][C:7]([N:8]([CH3:9])[CH3:10])=[O:11])[cH:12][c:13]([Cl:15])[cH:14]1.[O:16]=[C:17]([OH:18])[C:19]([Cl:20])([Cl:21])[Cl:22]. The reactants are CCOCC, CN(C)C(=O)NOc1cc(Cl)cc(Cl)c1, O=C(O)C(Cl)(Cl)Cl. The product is CN(C)C(=O)NOc1cc(Cl)cc(Cl)c1, O=C(O)C(Cl)(Cl)Cl.